Task: describe an organic reaction: reactants, conditions, products, and yield. Dataset: the Open Reaction Database (ORD), a public repository of structured organic reaction records The reactants are O=C1C(N2CCC(C3=CC=CC1=C23)C(=O)OC)=O (methyl 5,6-dihydro-1,2-dioxo-4H-pyrrolo[3,2,1-ij]quinoline-6-carboxylate), C1CC(=O)N(C1=O)Cl (NCS). Run in CN(C=O)C (dimethylformamide). Run at temperature 80 celsius. Product: ClC=1C=C2C(CCN3C2=C(C1)C(C3=O)=O)C(=O)OC (Methyl 8-chloro-5,6-dihydro-1,2-dioxo-4H-pyrrolo[3,2,1-ij]-quinoline-6-carboxylate). Isolated yield 96.2%. RXN SMILES: [O:1]=[C:2]1[C:12]2=[C:13]3[C:8](=[CH:9][CH:10]=[CH:11]2)[CH:7]([C:14]([O:16][CH3:17])=[O:15])[CH2:6][CH2:5][N:4]3[C:3]1=[O:18].C1C(=O)N([Cl:26])C(=O)C1>CN(C)C=O>[Cl:26][C:10]1[CH:9]=[C:8]2[C:13]3=[C:12]([C:2](=[O:1])[C:3](=[O:18])[N:4]3[CH2:5][CH2:6][CH:7]2[C:14]([O:16][CH3:17])=[O:15])[CH:11]=1. Reported procedure: A mixture of methyl 5,6-dihydro-1,2-dioxo-4H-pyrrolo[3,2,1-ij]quinoline-6-carboxylate (Example 1; 3 g)and N-cholorsuccinimide (NCS, 1.96 g) in dimethylformamide (DMF, 30 ml) was heated at 80° C. with stirring for an hour. After cooling, the mixture was concentrated. The residue was extracted with chloroform (200 ml). Chloroform layer was washed with water, dried over anhydrous sodium sulfate and concentrated to give the title compound (3.28 g, 96.2%) which was recrystallized form acetonitrile to... Starting materials: CI, CN(C)C=O, O=C(NC1CCC(O)CC1COC(c1ccccc1)(c1ccccc1)c1ccccc1)OCc1ccccc1. The product is COC1CCC(NC(=O)OCc2ccccc2)C(COC(c2ccccc2)(c2ccccc2)c2ccccc2)C1. As a reaction SMILES: [CH3:40][I:41].[O:42]=[CH:43][N:44]([CH3:45])[CH3:46].[OH:1][CH:2]1[CH2:3][CH:4]([CH2:19][O:20][C:21]([c:22]2[cH:23][cH:24][cH:25][cH:26][cH:27]2)([c:28]2[cH:29][cH:30][cH:31][cH:32][cH:33]2)[c:34]2[cH:35][cH:36][cH:37][cH:38][cH:39]2)[CH:5]([NH:8][C:9]([O:10][CH2:11][c:12]2[cH:13][cH:14][cH:15][cH:16][cH:17]2)=[O:18])[CH2:6][CH2:7]1>>[O:1]([CH:2]1[CH2:3][CH:4]([CH2:19][O:20][C:21]([c:22]2[cH:23][cH:24][cH:25][cH:26][cH:27]2)([c:28]2[cH:29][cH:30][cH:31][cH:32][cH:33]2)[c:34]2[cH:35][cH:36][cH:37][cH:38][cH:39]2)[CH:5]([NH:8][C:9]([O:10][CH2:11][c:12]2[cH:13][cH:14][cH:15][cH:16][cH:17]2)=[O:18])[CH2:6][CH2:7]1)[CH3:40]. Reactants: [OH-].[Na+] (sodium hydroxide), S(=O)(Cl)Cl (thionyl chloride), ClS(=O)(=O)O (chlorosulphonic acid), C(CC)OC1=C(C(=O)O)C=CC=C1 (2-n-propoxybenzoic acid). The solvent is ClCCl (dichloromethane). Reaction conditions: temperature -10 celsius, time 30 minute. The product is ClS(=O)(=O)C=1C=CC(=C(C(=O)O)C1)OCCC (5-Chlorosulphonyl-2-n-propoxybenzoic acid). Isolated yield 79.7%. Reaction SMILES: [OH-].[Na+].S(Cl)(Cl)=O.[Cl:7][S:8]([OH:11])(=O)=[O:9].[CH2:12]([O:15][C:16]1[CH:24]=[CH:23][CH:22]=[CH:21][C:17]=1[C:18]([OH:20])=[O:19])[CH2:13][CH3:14]>ClCCl>[Cl:7][S:8]([C:22]1[CH:23]=[CH:24][C:16]([O:15][CH2:12][CH2:13][CH3:14])=[C:17]([CH:21]=1)[C:18]([OH:20])=[O:19])(=[O:11])=[O:9] |f:0.1|. Reported procedure: A three-neck flask, equipped with a 5M aqueous sodium hydroxide scrub (550 ml), was charged with thionyl chloride (40 ml, 0.55 mol) and chlorosulphonic acid (150 ml, 2.26 mol) and the stirred mixture cooled to about −10° C. A solution of 2-n-propoxybenzoic acid (100 g, 0.55 mol) in dichloromethane (200 ml) was added over 20 minutes, ensuring that the reaction temperature was maintained below 5° C., then the reaction mixture was allowed to warm to room temperature. The resulting solution was adde... Reactants: BrC1=CC(=CC2=C1OC[C@H]1[C@@H]2CN(CC1)C)OC ((±)[4aR*,10bS*]-7-bromo-1,3,4,4a,5,10b-hexahydro-9-methoxy-2-methyl-2H-[1]benzopyrano[4,3-c]pyridine), Cl.N1=CC=CC=C1 (pyridine hydrochloride). Solvent: O (water), [OH-].[Na+] (NaOH). Product: BrC1=CC(=CC2=C1OC[C@H]1[C@@H]2CN(CC1)C)O ((±)-[4aR*,10bS*]-7-Bromo-1,3,4,4a,5,10b-hexahydro-9-hydroxy-2-methyl-2H-[1]benzopyrano[4,3-c]pyridine). RXN SMILES: [Br:1][C:2]1[C:7]2[O:8][CH2:9][C@@H:10]3[CH2:15][CH2:14][N:13]([CH3:16])[CH2:12][C@@H:11]3[C:6]=2[CH:5]=[C:4]([O:17]C)[CH:3]=1.Cl.N1C=CC=CC=1>O.[OH-].[Na+]>[Br:1][C:2]1[C:7]2[O:8][CH2:9][C@@H:10]3[CH2:15][CH2:14][N:13]([CH3:16])[CH2:12][C@@H:11]3[C:6]=2[CH:5]=[C:4]([OH:17])[CH:3]=1 |f:1.2,4.5|. Procedure details: A mixture of 0.5 g (±)[4aR*,10bS*]-7-bromo-1,3,4,4a,5,10b-hexahydro-9-methoxy-2-methyl-2H-[1]benzopyrano[4,3-c]pyridine and 5 g pyridine hydrochloride is heated under nitrogen at 200° for 20 minutes. The cooled reaction mixture is dissolved in water and basified with 6N NaOH. The aqueous phase is extracted with three 25 ml portions of CH2Cl2, the extracts are dried over Na2SO4, filtered, concentrated under reduced pressure, and flash chromatographed with methylene chloride/ammonia saturated meth... Reactants: C1COCCO1, COC(=O)C=Cc1ccc(C(=O)C2CC2)cc1, [Li+], [Na+], [OH-], [OH-], O. The product is O=C(O)C=Cc1ccc(C(=O)C2CC2)cc1. As a reaction SMILES: [CH2:21]1[O:22][CH2:23][CH2:24][O:25][CH2:26]1.[CH3:3][O:4][C:5]([CH:6]=[CH:7][c:8]1[cH:9][cH:10][c:11]([C:14](=[O:15])[CH:16]2[CH2:17][CH2:18]2)[cH:12][cH:13]1)=[O:19].[Li+:1].[Na+:28].[OH-:27].[OH-:2].[OH2:20]>>[O:4]=[C:5]([CH:6]=[CH:7][c:8]1[cH:9][cH:10][c:11]([C:14](=[O:15])[CH:16]2[CH2:17][CH2:18]2)[cH:12][cH:13]1)[OH:19].